The task is: describe an organic reaction: reactants, conditions, products, and yield. This data is from the Open Reaction Database (ORD), a public repository of structured organic reaction records. The reactants are ClC=1C=C(C=CC1)[C@@](CCCCOC)(OC)[C@H]1CN(CCC1)C(=O)OC(C)(C)C ((R)-tert-butyl 3-((S)-1-(3-chlorophenyl)-1,5-dimethoxypentyl)piperidine-1-carboxylate). The solvent is CC#N (CH3CN), Cl (HCl). Run at time 2 day. Yields the product ClC=1C=C(C=CC1)[C@@](CCCCOC)(OC)[C@H]1CNCCC1 ((R)-3-((S)-1-(3-chlorophenyl)-1,5-dimethoxypentyl)-piperidine). RXN SMILES: [Cl:1][C:2]1[CH:3]=[C:4]([C@:8]([C@@H:17]2[CH2:22][CH2:21][CH2:20][N:19](C(OC(C)(C)C)=O)[CH2:18]2)([O:15][CH3:16])[CH2:9][CH2:10][CH2:11][CH2:12][O:13][CH3:14])[CH:5]=[CH:6][CH:7]=1>CC#N.Cl>[Cl:1][C:2]1[CH:3]=[C:4]([C@:8]([C@@H:17]2[CH2:22][CH2:21][CH2:20][NH:19][CH2:18]2)([O:15][CH3:16])[CH2:9][CH2:10][CH2:11][CH2:12][O:13][CH3:14])[CH:5]=[CH:6][CH:7]=1. Procedure: A quarter of the (R)-tert-butyl 3-((S)-1-(3-chlorophenyl)-1,5-dimethoxypentyl)piperidine-1-carboxylate obtained in Step 1 (ca. 75 mg, ca. 0.1 mmol) was dissolved in CH3CN (30 mL) and 2 N HCl (25 mL). The mixture was vigorously stirred at rt for 2 d. The solvents were removed in vacuo to give the HCl salt of (R)-3-((S)-1-(3-chlorophenyl)-1,5-dimethoxypentyl)-piperidine, which was used without further purification. LC-MS (3 min) tR=1.22 min, m/z 328, 326 (M+H+). Reactants: COc1ccc(C2=NN(C3CCNCC3)C(=O)C2(C)C)cc1OC, COc1cc2ccccc2cc1C(=O)O. The product is COc1ccc(C2=NN(C3CCN(C(=O)c4cc5ccccc5cc4OC)CC3)C(=O)C2(C)C)cc1OC. RXN SMILES: [CH3:1][O:2][c:3]1[cH:4][c:5]([C:11]2=[N:15][N:14]([CH:16]3[CH2:17][CH2:18][NH:19][CH2:20][CH2:21]3)[C:13](=[O:22])[C:12]2([CH3:23])[CH3:24])[cH:6][cH:7][c:8]1[O:9][CH3:10].[CH3:25][O:26][c:27]1[c:28]([C:37](=[O:38])[OH:39])[cH:29][c:30]2[cH:31][cH:32][cH:33][cH:34][c:35]2[cH:36]1>>[CH3:1][O:2][c:3]1[cH:4][c:5]([C:11]2=[N:15][N:14]([CH:16]3[CH2:17][CH2:18][N:19]([C:37]([c:28]4[c:27]([O:26][CH3:25])[cH:36][c:35]5[c:30]([cH:29]4)[cH:31][cH:32][cH:33][cH:34]5)=[O:38])[CH2:20][CH2:21]3)[C:13](=[O:22])[C:12]2([CH3:23])[CH3:24])[cH:6][cH:7][c:8]1[O:9][CH3:10]. Reactants: OC1=C(C(=O)C2=CC=C(C#N)C=C2)C=C(C=C1)C(F)(F)F (4-(2-hydroxy-5-trifluoromethylbenzoyl)benzonitrile), [OH-].[K+] (potassium hydroxide), CN(C(=S)Cl)C (dimethylthiocarbamoyl chloride). The product is CN(C(OC1=C(C=C(C=C1)C(F)(F)F)C(C1=CC=C(C=C1)C#N)=O)=S)C (O-2-(4-cyanobenzoyl)-4-trifluoromethylphenyl dimethylthiocarbamate). The yield is 78.1%. RXN SMILES: [OH:1][C:2]1[CH:17]=[CH:16][C:15]([C:18]([F:21])([F:20])[F:19])=[CH:14][C:3]=1[C:4]([C:6]1[CH:13]=[CH:12][C:9]([C:10]#[N:11])=[CH:8][CH:7]=1)=[O:5].[OH-].[K+].[CH3:24][N:25]([CH3:29])[C:26](Cl)=[S:27]>>[CH3:24][N:25]([CH3:29])[C:26](=[S:27])[O:1][C:2]1[CH:17]=[CH:16][C:15]([C:18]([F:19])([F:20])[F:21])=[CH:14][C:3]=1[C:4](=[O:5])[C:6]1[CH:7]=[CH:8][C:9]([C:10]#[N:11])=[CH:12][CH:13]=1 |f:1.2|. Procedure details: Following the procedure described in Preparation IVc and starting from 8 g (0.0274 mol) of 4-(2-hydroxy-5-trifluoromethylbenzoyl)benzonitrile, 1.97 g (0.035 mol) of potassium hydroxide and 4.1 g (0.033 mol) of dimethylthiocarbamoyl chloride, an amount of 8.1 g of the expected product (yield: 77.9%) is obtained after purification by flash chromatography using a hexane/ethyl acetate mixture (5/1 v/v) as the eluent. Starting materials: C1(=CC(=CC=C1)C=1C(C(=C(C1C1=CC=C(C=C1)Br)C1=CC=C(C=C1)Br)C=1C=C(C=CC1)C1=CC=CC=C1)=O)C1=CC=CC=C1 (2,5-Di([1,1′-biphenyl]-3-yl)-3,4-bis(4-bromophenyl)cyclopenta-2,4-dienone), BrC1=CC=C(C=C1)C#CC1=CC=C(C=C1)Br (4,4′-dibromotolane). The solvent is C1(=CC=CC=C1)OC1=CC=CC=C1 (diphenyl ether), CCCCCC (hexane). The product is BrC1=CC=C(C=C1)C1=C(C(=C(C(=C1C=1C=C(C=CC1)C1=CC=CC=C1)C1=CC=CC=C1)C1=CC=CC=C1)C=1C=C(C=CC1)C1=CC=CC=C1)C1=CC=C(C=C1)Br (1,2-Bis(4-bromophenyl)-3,6-bis(biphenyl-3-yl)-4,5-diphenylbenzene), crystals. Isolated yield 40.0%. Reaction SMILES: [C:1]1([C:39]2[CH:44]=[CH:43][CH:42]=[CH:41][CH:40]=2)[CH:6]=[CH:5][CH:4]=[C:3]([C:7]2C(=O)[C:9]([C:26]3[CH:27]=[C:28]([C:32]4[CH:37]=[CH:36][CH:35]=[CH:34][CH:33]=4)[CH:29]=[CH:30][CH:31]=3)=[C:10]([C:19]3[CH:24]=[CH:23][C:22](Br)=[CH:21][CH:20]=3)[C:11]=2[C:12]2[CH:17]=[CH:16][C:15](Br)=[CH:14][CH:13]=2)[CH:2]=1.[Br:45][C:46]1[CH:51]=[CH:50][C:49]([C:52]#[C:53][C:54]2[CH:59]=[CH:58][C:57]([Br:60])=[CH:56][CH:55]=2)=[CH:48][CH:47]=1>C1(OC2C=CC=CC=2)C=CC=CC=1.CCCCCC>[Br:45][C:46]1[CH:47]=[CH:48][C:49]([C:52]2[C:7]([C:3]3[CH:2]=[C:1]([C:39]4[CH:44]=[CH:43][CH:42]=[CH:41][CH:40]=4)[CH:6]=[CH:5][CH:4]=3)=[C:11]([C:12]3[CH:17]=[CH:16][CH:15]=[CH:14][CH:13]=3)[C:10]([C:19]3[CH:20]=[CH:21][CH:22]=[CH:23][CH:24]=3)=[C:9]([C:26]3[CH:27]=[C:28]([C:32]4[CH:37]=[CH:36][CH:35]=[CH:34][CH:33]=4)[CH:29]=[CH:30][CH:31]=3)[C:53]=2[C:54]2[CH:55]=[CH:56][C:57]([Br:60])=[CH:58][CH:59]=2)=[CH:50][CH:51]=1. Procedure details: A degassed solution of 300 mg of 2,5-di([1,1′-biphenyl]-3-yl)-3,4-bis(4-bromophenyl)cyclopenta-2,4-dienone (8a, 0.432 mmol) and 77.0 mg of 4,4′-dibromotolane (0.432 mmol) in 3 ml of diphenyl ether was heated to 230° C. in a microwave reactor at power 300 watts and a maximum pressure of 7 bar for 3×12 h. After cooling to room temperature, the reaction solution was diluted with hexane and purified by column chromatography (silica, hexane with 6% ethyl acetate). After purification by means of recyc... Reported procedure: To 7′-chloro-1-(2,2,2-trifluoroacetyl)spiro[piperidine-4,4′-pyrrolo[2,1-c][1,4]benzoxazine]-1′-carbaldehyde (510 mg, 1.28 mmol) dissolved in MeOH (5.1 mL) was added K2CO3 (371 mg, 2.69 mmol) in one portion at room temperature. Water was added (2 mL), and organic solvent was removed under vacuum. The mixture was extracted with DCM (3×10 mL). The organics were combined, dried, filtered, and concentrated to give 7-chlorospiro[benzo[b]pyrrolo[1,2-d][1,4]oxazine-4,4′-piperidine]-1-carbaldehyde as a y... Starting materials: C(=O)([O-])[O-].[K+].[K+] (K2CO3), ClC1=CC2=C(N3C(C4(O2)CCN(CC4)C(C(F)(F)F)=O)=CC=C3C=O)C=C1 (7′-chloro-1-(2,2,2-trifluoroacetyl)spiro[piperidine-4,4′-pyrrolo[2,1-c][1,4]benzoxazine]-1′-carbaldehyde), O (Water). Yields the product ClC=1C=CC2=C(OC3(CCNCC3)C=3N2C(=CC3)C=O)C1 (7-chlorospiro[benzo[b]pyrrolo[1,2-d][1,4]oxazine-4,4′-piperidine]-1-carbaldehyde). Run in CO (MeOH). As a reaction SMILES: [Cl:1][C:2]1[CH:27]=[CH:26][C:5]2[N:6]3[C:23]([CH:24]=[O:25])=[CH:22][CH:21]=[C:7]3[C:8]3([CH2:14][CH2:13][N:12](C(=O)C(F)(F)F)[CH2:11][CH2:10]3)[O:9][C:4]=2[CH:3]=1.C([O-])([O-])=O.[K+].[K+].O>CO>[Cl:1][C:2]1[CH:27]=[CH:26][C:5]2[N:6]3[C:23]([CH:24]=[O:25])=[CH:22][CH:21]=[C:7]3[C:8]3([CH2:10][CH2:11][NH:12][CH2:13][CH2:14]3)[O:9][C:4]=2[CH:3]=1 |f:1.2.3|. Starting materials: P(=O)(OC[C@H]1CN(C(O1)=O)C1=CC(=C(C=C1)C=1C=NC(=CC1)NC1=NN=NN1C)F)(O)O ((R)-(3-(3-fluoro-4-(6-((1-methyl-1H-tetrazol-5-yl)amino)pyridin-3-yl)phenyl)-2-oxooxazolidin-5-yl)methyl dihydrogen phosphate), C[O-].[Na+] (Sodium methoxide). Solvent: CO (methanol). Yields the product [Na+].[Na+].P(=O)(OC[C@H]1CN(C(O1)=O)C1=CC(=C(C=C1)C=1C=NC(=CC1)NC1=NN=NN1C)F)([O-])[O-] ((R)-(3-(3-fluoro-4-(6-((1-methyl-1H-tetrazol-5-yl)amino)pyridin-3-yl)phenyl)-2-oxooxazolidin-5-yl)methyl phosphate disodium salt). The yield is 71.6%. RXN SMILES: [P:1]([OH:32])([OH:31])([O:3][CH2:4][C@@H:5]1[O:9][C:8](=[O:10])[N:7]([C:11]2[CH:16]=[CH:15][C:14]([C:17]3[CH:18]=[N:19][C:20]([NH:23][C:24]4[N:28]([CH3:29])[N:27]=[N:26][N:25]=4)=[CH:21][CH:22]=3)=[C:13]([F:30])[CH:12]=2)[CH2:6]1)=[O:2].C[O-].[Na+:35]>CO>[Na+:35].[Na+:35].[P:1]([O-:31])([O-:32])([O:3][CH2:4][C@@H:5]1[O:9][C:8](=[O:10])[N:7]([C:11]2[CH:16]=[CH:15][C:14]([C:17]3[CH:18]=[N:19][C:20]([NH:23][C:24]4[N:28]([CH3:29])[N:27]=[N:26][N:25]=4)=[CH:21][CH:22]=3)=[C:13]([F:30])[CH:12]=2)[CH2:6]1)=[O:2] |f:1.2,4.5.6|. Procedure: (R)-(3-(3-fluoro-4-(6-((1-methyl-1H-tetrazol-5-yl)amino)pyridin-3-yl)phenyl)-2-oxooxazolidin-5-yl)methyl dihydrogen phosphate (140 mg, 0.3 mmol) was dissolved in 15 mL methanol. Sodium methoxide (48 mg, 0.9 mmol) was added, and reacted at room temperature for 12 h. After filtration 110 mg of product was obtained, at a yield of 71.6%.